The task is: describe an organic reaction: reactants, conditions, products, and yield. This data is from the Open Reaction Database (ORD), a public repository of structured organic reaction records. Reactants: BrCC1=NC=C(C#N)C=C1 (6-bromomethyl-nicotinonitrile), CS(=O)(=O)C1=CC=C(CNC(=O)C2=CNC(=C(C2=O)C2=CC(=CC=C2)C(F)F)C)C=C1 (5-(3-Difluoromethyl-phenyl)-6-methyl-4-oxo-1,4-dihydro-pyridine-3-carboxylic acid 4-methanesulfonyl-benzylamide). Yields the product CS(=O)(=O)C1=CC=C(CNC(=O)C2=CN(C(=C(C2=O)C2=CC(=CC=C2)C(F)F)C)CC2=NC=C(C=C2)C#N)C=C1 (1-(5-Cyano-pyridin-2-ylmethyl)-5-(3-difluoromethyl-phenyl)-6-methyl-4-oxo-1,4-dihydro-pyridine-3-carboxylic acid 4-methanesulfonyl-benzylamide). As a reaction SMILES: Br[CH2:2][C:3]1[CH:10]=[CH:9][C:6]([C:7]#[N:8])=[CH:5][N:4]=1.[CH3:11][S:12]([C:15]1[CH:41]=[CH:40][C:18]([CH2:19][NH:20][C:21]([C:23]2[C:28](=[O:29])[C:27]([C:30]3[CH:35]=[CH:34][CH:33]=[C:32]([CH:36]([F:38])[F:37])[CH:31]=3)=[C:26]([CH3:39])[NH:25][CH:24]=2)=[O:22])=[CH:17][CH:16]=1)(=[O:14])=[O:13]>>[CH3:11][S:12]([C:15]1[CH:16]=[CH:17][C:18]([CH2:19][NH:20][C:21]([C:23]2[C:28](=[O:29])[C:27]([C:30]3[CH:35]=[CH:34][CH:33]=[C:32]([CH:36]([F:37])[F:38])[CH:31]=3)=[C:26]([CH3:39])[N:25]([CH2:2][C:3]3[CH:10]=[CH:9][C:6]([C:7]#[N:8])=[CH:5][N:4]=3)[CH:24]=2)=[O:22])=[CH:40][CH:41]=1)(=[O:14])=[O:13]. Procedure details: Example 40 is prepared as described for example 2.1, substituting benzyl bromide with 6-bromomethyl-nicotinonitrile and substituting preparation 5 with preparation 39a. ESI mass spectrum: [M+H]+=563; Retention time HPLC: 0.99 min (Z018_S04). Reactants: Cc1ccccc1, [O-]Cl, NNc1nc(Cl)c(Cl)cc1Cl, [Na+], [Na+], [OH-]. The product is Clc1cnc(Cl)c(Cl)c1. As a reaction SMILES: [CH3:17][c:18]1[cH:19][cH:20][cH:21][cH:22][cH:23]1.[Cl:14][O-:15].[Cl:1][c:2]1[n:3][c:4]([NH:10][NH2:11])[c:5]([Cl:9])[cH:6][c:7]1[Cl:8].[Na+:13].[Na+:16].[OH-:12]>>[Cl:1][c:2]1[n:3][cH:4][c:5]([Cl:9])[cH:6][c:7]1[Cl:8]. Reactants: CC1=C(OC2=C1C=CC(=C2)NC(C)=O)C(C2=CC=C(C=C2)C)=O (N-[3-methyl-2-(4-methyl-benzoyl)benzofuran-6-yl]-acetamide), Cl (HCl), C(C)OC(C)=O (ethylacetate). Run in CO (methanol). Product: NC1=CC2=C(C(=C(O2)C(=O)C2=CC=C(C=C2)Cl)C)C=C1 ((6-Amino-3-methyl-benzofuran-2-yl)-(4-chlorophenyl)-methanone). RXN SMILES: [CH3:1][C:2]1[C:6]2[CH:7]=[CH:8][C:9]([NH:11]C(=O)C)=[CH:10][C:5]=2[O:4][C:3]=1[C:15](=[O:23])[C:16]1[CH:21]=[CH:20][C:19](C)=[CH:18][CH:17]=1.[ClH:24].C(OC(=O)C)C>CO>[NH2:11][C:9]1[CH:8]=[CH:7][C:6]2[C:2]([CH3:1])=[C:3]([C:15]([C:16]3[CH:21]=[CH:20][C:19]([Cl:24])=[CH:18][CH:17]=3)=[O:23])[O:4][C:5]=2[CH:10]=1. Procedure: 3.1 g (10 mmol) of N-[3-methyl-2-(4-methyl-benzoyl)benzofuran-6-yl]-acetamide were suspended in 40 ml methanol. 20 ml 2.6 N HCl were added with stirring. The reaction mixture was heated to reflux. After 1 hour a clear solution was obtained. After 3 hours reflux the solution was cooled to room temperature and ethylacetate was added. The organic layer was washed once with NaOH-solution, two times with water, dried over Na4SO4 and concentrated in vacuo. The residue was further purified by crystalli... Starting materials: COc1ccc2ncc(F)c(Br)c2n1, CC(C)(C)OC(=O)NC1CCNC1. Yields the product COc1ccc2ncc(F)c(N3CCC(NC(=O)OC(C)(C)C)C3)c2n1. RXN SMILES: [Br:1][c:2]1[c:3]([F:14])[cH:4][n:5][c:6]2[cH:7][cH:8][c:9]([O:12][CH3:13])[n:10][c:11]12.[C:15]([CH3:16])([CH3:17])([CH3:18])[O:19][C:20](=[O:21])[NH:22][CH:23]1[CH2:24][NH:25][CH2:26][CH2:27]1>>[c:2]1([N:25]2[CH2:24][CH:23]([NH:22][C:20]([O:19][C:15]([CH3:16])([CH3:17])[CH3:18])=[O:21])[CH2:27][CH2:26]2)[c:3]([F:14])[cH:4][n:5][c:6]2[cH:7][cH:8][c:9]([O:12][CH3:13])[n:10][c:11]12.